Dataset: the Open Reaction Database (ORD), a public repository of structured organic reaction records. Task: describe an organic reaction: reactants, conditions, products, and yield Starting materials: CI (methyl iodide), C(=O)(OC(C)(C)C)N1C(O[C@H]([C@@H]1CC1CCCCC1)CC1S(CCCS1(=O)=O)(=O)=O)(C)C (2-[(4S,5S)-3-BOC-4-cyclohexylmethyl-2,2-dimethyl-5-oxazolidinyl-methyl]-1,3-dithiane 1,1,3,3-tetroxide), solution, butyl-Li. The solvent is C1CCOC1 (THF), CCCCCC (hexane), CCOCC (ether). Reaction conditions: time 1 hour. Yields the product C(=O)(OC(C)(C)C)N1C(O[C@H]([C@@H]1CC1CCCCC1)CC1(S(CCCS1(=O)=O)(=O)=O)C)(C)C (2-[(4S,5S)-3-BOC-4-cyclohexylmethyl-2,2-dimethyl-5-oxazolidinyl-methyl]-2-methyl-l,3-dithiane 1,1,3,3-tetroxide). RXN SMILES: [C:1]([N:8]1[C@@H:12]([CH2:13][CH:14]2[CH2:19][CH2:18][CH2:17][CH2:16][CH2:15]2)[C@H:11]([CH2:20][CH:21]2[S:26](=[O:28])(=[O:27])[CH2:25][CH2:24][CH2:23][S:22]2(=[O:30])=[O:29])[O:10][C:9]1([CH3:32])[CH3:31])([O:3][C:4]([CH3:7])([CH3:6])[CH3:5])=[O:2].[CH3:33]I>C1COCC1.CCCCCC.CCOCC>[C:1]([N:8]1[C@@H:12]([CH2:13][CH:14]2[CH2:19][CH2:18][CH2:17][CH2:16][CH2:15]2)[C@H:11]([CH2:20][C:21]2([CH3:33])[S:26](=[O:27])(=[O:28])[CH2:25][CH2:24][CH2:23][S:22]2(=[O:30])=[O:29])[O:10][C:9]1([CH3:32])[CH3:31])([O:3][C:4]([CH3:7])([CH3:6])[CH3:5])=[O:2]. Procedure: A solution of 0.98 g of 2-[(4S,5S)-3-BOC-4-cyclohexylmethyl-2,2-dimethyl-5-oxazolidinyl-methyl]-1,3-dithiane 1,1,3,3-tetroxide in 300 ml of THF is mixed at -30° with 1.3 ml of a 1.6 molar solution of butyl-Li in hexane. The mixture is stirred for 1 h and then 0.56 g of methyl iodide is added and the mixture is stirred for 24 h in a thawing cooled bath, diluted with 50 ml of ether, and worked up as usual to give 2-[(4S,5S)-3-BOC-4-cyclohexylmethyl-2,2-dimethyl-5-oxazolidinyl-methyl]-2-methyl-l,3-... The reactants are C1C=CC2C1C3CC2C=C3 (Dicyclopentadiene), C(C=C)#N (acrylonitrile), C1(O)=CC=C(O)C=C1 (hydroquinone). Conditions: time 7 hour. Product: C(#N)C12C=CC(CC1)C2 (cyanonorbornene). As a reaction SMILES: C1[CH:5]2[CH:6]3[CH:10]=[CH:9][CH:8]([CH:4]2C=C1)[CH2:7]3.[C:11](#[N:14])C=C.C1(C=CC(O)=CC=1)O>>[C:11]([C:6]12[CH2:7][CH:8]([CH2:4][CH2:5]1)[CH:9]=[CH:10]2)#[N:14]. Procedure: Dicyclopentadiene of 54.2%, acrylonitrile of 45.8% and hydroquinone of 500 ppm as a polymerization inhibitor were mixed, and this mixed solution was continuously fed into a tubular reactor (inner diameter: 8 mm) at a rate of 50 ml/hr, wherein the reaction temperature was controlled to 153° C. in a residence time of the reaction solution of up to 5 hours, 170° C. in a residence time of up to 7 hours and 180° C. in a residence time of up to 9 hours. After this reaction reached a steady state, the ...